From a dataset of the Open Reaction Database (ORD), a public repository of structured organic reaction records. describe an organic reaction: reactants, conditions, products, and yield Reactants: O (water), NC1=NC(=CC(=N1)C1=CC(=C(C#N)C=C1)F)N1CC(OCC1)C=1NC=C(N1)C1=CC(=CC=C1)Cl (4-(2-amino-6-{2-[4-(3-chlorophenyl)-1H-imidazol-2-yl]-4-morpholinyl}-4-pyrimidinyl)-2-fluorobenzonitrile), NN (hydrazine), CC#N (CH3CN). Run in C(C)O (ethanol). Conditions: time 1 hour. Product: NC1=NC(=CC(=N1)C1=CC=C2C(=NNC2=C1)N)N1CC(OCC1)C=1NC=C(N1)C1=CC(=CC=C1)Cl (6-(2-Amino-6-{2-[4-(3-chlorophenyl)-1H-imidazol-2-yl]-4-morpholinyl}-4-pyrimidinyl)-1H-indazol-3-amine). Yield: 30.2%. Reaction SMILES: [NH2:1][C:2]1[N:7]=[C:6]([C:8]2[CH:15]=[CH:14][C:11]([C:12]#[N:13])=[C:10](F)[CH:9]=2)[CH:5]=[C:4]([N:17]2[CH2:22][CH2:21]O[CH:19]([C:23]3[NH:24][CH:25]=[C:26]([C:28]4[CH:33]=[CH:32][CH:31]=[C:30]([Cl:34])[CH:29]=4)[N:27]=3)[CH2:18]2)[N:3]=1.[NH2:35][NH2:36].CC#N.[OH2:40]>C(O)C>[NH2:1][C:2]1[N:7]=[C:6]([C:8]2[CH:15]=[C:14]3[C:11]([C:12]([NH2:13])=[N:35][NH:36]3)=[CH:10][CH:9]=2)[CH:5]=[C:4]([N:17]2[CH2:22][CH2:21][O:40][CH:19]([C:23]3[NH:24][CH:25]=[C:26]([C:28]4[CH:33]=[CH:32][CH:31]=[C:30]([Cl:34])[CH:29]=4)[N:27]=3)[CH2:18]2)[N:3]=1. Procedure details: A mixture of 4-(2-amino-6-{2-[4-(3-chlorophenyl)-1H-imidazol-2-yl]-4-morpholinyl}-4-pyrimidinyl)-2-fluorobenzonitrile (310 mg, 0.651 mmol) and hydrazine (1.03 mL, 32.6 mmol) in ethanol (4 mL) was heated under microwave conditions with stirring for 1 hour. The mixture was concentrated, and the resulting residue was purified by Prep-HPLC using CH3CN in water (10 mmol ammonium hydrogen carbonate in water) from 40% to 60% in 9 minutes to afford the title compound (96 mg) as a yellow solid. LC-MS (ES... Starting materials: C[O-].[Na+] (sodium methoxide), CC=1N=C2N(C(C1)=O)C=CC=C2C (2,9-dimethyl-4H-pyrido-[1,2-a]pyrimidin-4-one), C(C1=CC=CC=C1)=O (benzaldehyde). Run in CO (methanol). Product: CC1=CC=CN2C1=NC(=CC2=O)\C=C\C2=CC=CC=C2 (trans-9-Methyl-2-styryl-4H-pyrido[1,2-a]pyrimidin-4-one). Isolated yield 26.6%. RXN SMILES: C[O-].[Na+].[CH3:4][C:5]1[N:6]=[C:7]2[C:15]([CH3:16])=[CH:14][CH:13]=[CH:12][N:8]2[C:9](=[O:11])[CH:10]=1.[CH:17](=O)[C:18]1[CH:23]=[CH:22][CH:21]=[CH:20][CH:19]=1>CO>[CH3:16][C:15]1[C:7]2=[N:6][C:5](/[CH:4]=[CH:17]/[C:18]3[CH:23]=[CH:22][CH:21]=[CH:20][CH:19]=3)=[CH:10][C:9](=[O:11])[N:8]2[CH:12]=[CH:13][CH:14]=1 |f:0.1|. Reported procedure: To a solution of 1.1g of sodium methoxide and 25ml of absolute methanol is added 1.1g of 2,9-dimethyl-4H-pyrido-[1,2-a]pyrimidin-4-one, followed by 2.2g of benzaldehyde. The mixture is heated and stirred under reflux for 15 hours and concentrated on a rotary evaporator in vacuo at 45°C. The residual material is distributed between 100ml of chloroform and 50ml of water. The two solutions are separated and the chloroform solution is washed with saturated aqueous sodium chloride, dried, filtered, a...